This data is from the Open Reaction Database (ORD), a public repository of structured organic reaction records. The task is: describe an organic reaction: reactants, conditions, products, and yield Reactants: Cc1cnc(-c2ccc(Br)cc2)nc1, O=C([O-])[O-], CC(=O)[O-], CC(=O)[O-], CC1CNCCN1, [Cs+], [Cs+], C1COCCO1, O, [Pd+2]. Yields the product Cc1cnc(-c2ccc(N3CCNC(C)C3)cc2)nc1. Reaction SMILES: [Br:1][c:2]1[cH:3][cH:4][c:5](-[c:8]2[n:9][cH:10][c:11]([CH3:14])[cH:12][n:13]2)[cH:6][cH:7]1.[C:15](=[O:16])([O-:17])[O-:18].[C:35]([O-:36])(=[O:37])[CH3:38].[C:40]([O-:41])(=[O:42])[CH3:43].[CH3:21][CH:22]1[NH:23][CH2:24][CH2:25][NH:26][CH2:27]1.[Cs+:19].[Cs+:20].[O:28]1[CH2:29][CH2:30][O:31][CH2:32][CH2:33]1.[OH2:34].[Pd+2:39]>>[c:2]1([N:26]2[CH2:25][CH2:24][NH:23][CH:22]([CH3:21])[CH2:27]2)[cH:3][cH:4][c:5](-[c:8]2[n:9][cH:10][c:11]([CH3:14])[cH:12][n:13]2)[cH:6][cH:7]1.